From a dataset of the Open Reaction Database (ORD), a public repository of structured organic reaction records. describe an organic reaction: reactants, conditions, products, and yield The reactants are P(Br)(Br)Br (PBr3), COC1=CC(=CC=C1)OC (1,3-dimethoxybenzene). The solvent is N1=CC=CC=C1 (pyridine). Yields the product BrP(C1=C(C=C(C=C1)OC)OC)Br (1-dibromophosphino-2,4dimethoxybenzene). RXN SMILES: [P:1]([Br:4])(Br)[Br:2].[CH3:5][O:6][C:7]1[CH:12]=[CH:11][CH:10]=[C:9]([O:13][CH3:14])[CH:8]=1>N1C=CC=CC=1>[Br:2][P:1]([Br:4])[C:10]1[CH:11]=[CH:12][C:7]([O:6][CH3:5])=[CH:8][C:9]=1[O:13][CH3:14]. Procedure details: A solution of PBr3 (2.5 g, 9.2 mm) in 15 mL of pyridine was treated with 1,3-dimethoxybenzene (2.5 g, 18.1 mm) over a period of 5 min. The resulting mixture was then refluxed for 4 h. to give the crude 1-dibromophosphino-2,4dimethoxybenzene (31P NMR: δ159.2 ppm). This compound was used directly for the next step without further purification. Next, polymer-supported secondary amines from Example 1 (10.0 g, 1.1 mmol/g, 11.0 mmol) was slowly added into the mixture above while stirring at room tempe... Starting materials: FC(C(F)(F)F)(C1=CC(=C(C=C1)O)[N+](=O)[O-])F (4-(pentafluoroethyl)-2-nitrophenol), [H][H] (hydrogen). The reagents and catalysts are [Pd] (palladium on carbon). The solvent is C(C)(=O)OCC (ethyl acetate). Product: NC1=C(C=CC(=C1)C(C(F)(F)F)(F)F)O (2-amino-4-(pentafluoroethyl)phenol). Isolated yield 83.7%. Reaction SMILES: [F:1][C:2]([F:17])([C:7]1[CH:12]=[CH:11][C:10]([OH:13])=[C:9]([N+:14]([O-])=O)[CH:8]=1)[C:3]([F:6])([F:5])[F:4].[H][H]>[Pd].C(OCC)(=O)C>[NH2:14][C:9]1[CH:8]=[C:7]([C:2]([F:1])([F:17])[C:3]([F:4])([F:5])[F:6])[CH:12]=[CH:11][C:10]=1[OH:13]. Procedure: A mixture of 1.38 g of 4-(pentafluoroethyl)-2-nitrophenol, 15 ml of ethyl acetate and 0.15 g of 5% palladium on carbon was stirred under about one atmosphere of hydrogen at room temperature for four hours. The reaction mixture was filtered through Celite™. The filtrate was concentrated under reduced pressure. The residue was washed with hexane to give 1.02 g of 2-amino-4-(pentafluoroethyl)phenol. Starting materials: O (Water), ice, C[O-].[Na+] (sodium methoxide), ClC1=NC(=CC(=N1)Cl)COCC(F)(F)F (2,4-dichloro-6-((2,2,2-trifluoroethoxy)methyl)pyrimidine), FC1(CCNCC1)F (4,4-difluoropiperidine). Run in CN(C)C=O (DMF), CO (MeOH), C(C)#N (acetonitrile). Conditions: temperature 0 celsius, time 2 hour. Yields the product ClC1=NC(=CC(=N1)N1CCC(CC1)(F)F)COCC(F)(F)F (2-Chloro-4-(4,4-difluoropiperidin-1-yl)-6-((2,2,2-trifluoroethoxy)methyl)pyrimidine). Reaction SMILES: [Cl:1][C:2]1[N:7]=[C:6](Cl)[CH:5]=[C:4]([CH2:9][O:10][CH2:11][C:12]([F:15])([F:14])[F:13])[N:3]=1.[F:16][C:17]1([F:23])[CH2:22][CH2:21][NH:20][CH2:19][CH2:18]1.C[O-].[Na+].O>C(#N)C.CO.CN(C=O)C>[Cl:1][C:2]1[N:7]=[C:6]([N:20]2[CH2:21][CH2:22][C:17]([F:23])([F:16])[CH2:18][CH2:19]2)[CH:5]=[C:4]([CH2:9][O:10][CH2:11][C:12]([F:15])([F:14])[F:13])[N:3]=1 |f:2.3|. Procedure details: To an ice-cold solution of 2,4-dichloro-6-((2,2,2-trifluoroethoxy)methyl)pyrimidine (0.120 g, 0.46 mmol) in acetonitrile (2 mL) was a solution of 4,4-difluoropiperidine (0.217 g, 1.38 mmol) and sodium methoxide (30 wt % in methanol, 0.188 mL, 1.01 mmol) in MeOH (2 mL) added. The reaction was stirred at 0° C. for 2 hours. Water and DMF was added and the residue was purified by preparative HPLC to give the title compound as a dry film (0.110 g, 69%). Reactants: C1CCOC1, [Li]C(C)CC, ClC(Cl)(Cl)C(Cl)(Cl)Cl, CC(C)[Si](C(C)C)(C(C)C)n1ccc2c(F)ccnc21. The product is CC(C)[Si](C(C)C)(C(C)C)n1ccc2c(F)c(Cl)cnc21. RXN SMILES: [CH2:34]1[O:35][CH2:36][CH2:37][CH2:38]1.[CH:21]([Li:22])([CH2:23][CH3:24])[CH3:25].[Cl:26][C:27]([C:28]([Cl:29])([Cl:30])[Cl:31])([Cl:32])[Cl:33].[F:1][c:2]1[c:3]2[c:4]([n:5][cH:6][cH:7]1)[n:8]([Si:11]([CH:12]([CH3:13])[CH3:14])([CH:15]([CH3:16])[CH3:17])[CH:18]([CH3:19])[CH3:20])[cH:9][cH:10]2>>[F:1][c:2]1[c:3]2[c:4]([n:5][cH:6][c:7]1[Cl:26])[n:8]([Si:11]([CH:12]([CH3:13])[CH3:14])([CH:15]([CH3:16])[CH3:17])[CH:18]([CH3:19])[CH3:20])[cH:9][cH:10]2. Reactants: FC=1C=C(C=CC1)C(C)=O (3′-fluoroacetophenone), C=1C=CC2=C(C1)N=NN2O (HOBt), Cl.NCC(=O)N1CCC(CC1)OC1=CC(=CC=C1)C(F)(F)F (2-amino-1-[4-(3-trifluoromethyl-phenoxy)-piperidin-1-yl]-ethanone hydrochloride), CCN(C(C)C)C(C)C (DIPEA), FC=1C=C(C=CC1)C1=CC(=NN1)C(=O)O (5-(3-fluoro-phenyl)-1H-pyrazole-3-carboxylic acid), Intermediate 29, CCN=C=NCCCN(C)C.Cl (EDCI.HCl). Solvent: CN(C)C=O (DMF), O (water). Conditions: time 8 hour. Yields the product O=C(CNC(=O)C1=NNC(=C1)C1=CC(=CC=C1)F)N1CCC(CC1)OC1=CC(=CC=C1)C(F)(F)F (5-(3-fluoro-phenyl)-1H-pyrazole-3-carboxylic acid {2-oxo-2-[4-(3-trifluoromethyl-phenoxy)-piperidin-1-yl]-ethyl}-amide). Isolated yield 57.9%. RXN SMILES: CCN(C(C)C)C(C)C.[F:10][C:11]1[CH:12]=[C:13]([C:17]2[NH:21][N:20]=[C:19]([C:22]([OH:24])=O)[CH:18]=2)[CH:14]=[CH:15][CH:16]=1.FC1C=C(C(=O)C)C=CC=1.C1C=CC2N(O)N=NC=2C=1.CCN=C=NCCCN(C)C.Cl.Cl.[NH2:58][CH2:59][C:60]([N:62]1[CH2:67][CH2:66][CH:65]([O:68][C:69]2[CH:74]=[CH:73][CH:72]=[C:71]([C:75]([F:78])([F:77])[F:76])[CH:70]=2)[CH2:64][CH2:63]1)=[O:61]>CN(C=O)C.O>[O:61]=[C:60]([N:62]1[CH2:63][CH2:64][CH:65]([O:68][C:69]2[CH:74]=[CH:73][CH:72]=[C:71]([C:75]([F:78])([F:76])[F:77])[CH:70]=2)[CH2:66][CH2:67]1)[CH2:59][NH:58][C:22]([C:19]1[CH:18]=[C:17]([C:13]2[CH:14]=[CH:15][CH:16]=[C:11]([F:10])[CH:12]=2)[NH:21][N:20]=1)=[O:24] |f:4.5,6.7|. Procedure: DIPEA (165 mg, 1.3 mmol) was added to a stirred solution of 5-(3-fluoro-phenyl)-1H-pyrazole-3-carboxylic acid (75 mg, 0.36 mmol) (prepared by the method used for the synthesis of Intermediate 29, starting from 3′-fluoroacetophenone) in DMF (2 mL) followed by HOBt (51 mg, 0.38 mmol) and EDCI.HCl (73 mg, 0.38 mmol). After 2 minutes 2-amino-1-[4-(3-trifluoromethyl-phenoxy)-piperidin-1-yl]-ethanone hydrochloride (prepared according to Step 1 and 5 of the General Scheme) (120 mg, 0.36 mmol) was added... The reactants are CCCCCCCCCCCCCCN(CCCCCCCCCCCCCC)S(=O)(=O)c1ccc(C)cc1, CO, [Li+], C1CCOC1, O, [c-]1cccc2ccccc12. Product: CCCCCCCCCCCCCCNCCCCCCCCCCCCCC. Reaction SMILES: [CH2:1]([CH2:2][CH2:3][CH2:4][CH2:5][CH2:6][CH2:7][CH2:8][CH2:9][CH2:10][CH2:11][CH2:12][CH2:13][CH3:14])[N:15]([S:16]([c:17]1[cH:18][cH:19][c:20]([CH3:21])[cH:22][cH:23]1)(=[O:24])=[O:25])[CH2:26][CH2:27][CH2:28][CH2:29][CH2:30][CH2:31][CH2:32][CH2:33][CH2:34][CH2:35][CH2:36][CH2:37][CH2:38][CH3:39].[CH3:51][OH:52].[Li+:50].[O:54]1[CH2:55][CH2:56][CH2:57][CH2:58]1.[OH2:53].[c-:40]1[c:41]2[c:42]([cH:43][cH:44][cH:45][cH:46]2)[cH:47][cH:48][cH:49]1>>[CH2:1]([CH2:2][CH2:3][CH2:4][CH2:5][CH2:6][CH2:7][CH2:8][CH2:9][CH2:10][CH2:11][CH2:12][CH2:13][CH3:14])[NH:15][CH2:26][CH2:27][CH2:28][CH2:29][CH2:30][CH2:31][CH2:32][CH2:33][CH2:34][CH2:35][CH2:36][CH2:37][CH2:38][CH3:39]. Reactants: COCOc1cccnc1C(=O)c1ccc(F)c(Br)c1, CS(C)=O, N#C[K], O. The product is COCOc1cccnc1C(=O)c1ccc(C#N)c(Br)c1. Reaction SMILES: [Br:1][c:2]1[cH:3][c:4]([C:5](=[O:6])[c:7]2[n:8][cH:9][cH:10][cH:11][c:12]2[O:13][CH2:14][O:15][CH3:16])[cH:17][cH:18][c:19]1[F:20].[CH3:25][S:26](=[O:27])[CH3:28].[K:21][C:22]#[N:23].[OH2:24]>>[Br:1][c:2]1[cH:3][c:4]([C:5](=[O:6])[c:7]2[n:8][cH:9][cH:10][cH:11][c:12]2[O:13][CH2:14][O:15][CH3:16])[cH:17][cH:18][c:19]1[C:22]#[N:23].